This data is from the Open Reaction Database (ORD), a public repository of structured organic reaction records. The task is: describe an organic reaction: reactants, conditions, products, and yield Reactants: solution, Cl (hydrogen chloride), O1CCOCC1 (dioxane), NC1=NC(=CC(=N1)C1=C(C=CC(=C1)Br)O)Cl (2-(2-amino-6-chloro-pyrimidin-4-yl)-4-bromo-phenol), BrCC1=CC=C(C=C1)[N+](=O)[O-] (1-bromomethyl-4-nitro-benzene), C([O-])([O-])=O.[Cs+].[Cs+] (cesium carbonate). Run in C(C)(=O)OCC (ethyl acetate), C(C)#N (acetonitrile). Conditions: temperature 80 celsius, time 2 hour. The product is BrC=1C=CC(=C(C1)C1(C=CN=C(N1)N)Cl)OCC1=CC=C(C=C1)[N+](=O)[O-] (6-[5-bromo-2-(4-nitro-benzyloxy)-phenyl]-6-chloro-pyrimidin-2-ylamine), hydrochloride salt. The yield is 96.0%. RXN SMILES: [NH2:1][C:2]1[N:7]=[C:6]([C:8]2[CH:13]=[C:12]([Br:14])[CH:11]=[CH:10][C:9]=2[OH:15])[CH:5]=[C:4](Cl)[N:3]=1.Br[CH2:18][C:19]1[CH:24]=[CH:23][C:22]([N+:25]([O-:27])=[O:26])=[CH:21][CH:20]=1.C(=O)([O-])[O-].[Cs+].[Cs+].[ClH:34].O1CCOCC1>C(#N)C.C(OCC)(=O)C>[Br:14][C:12]1[CH:11]=[CH:10][C:9]([O:15][CH2:18][C:19]2[CH:24]=[CH:23][C:22]([N+:25]([O-:27])=[O:26])=[CH:21][CH:20]=2)=[C:8]([C:6]2([Cl:34])[NH:7][C:2]([NH2:1])=[N:3][CH:4]=[CH:5]2)[CH:13]=1 |f:2.3.4|. Procedure: A stirred suspension of 2-(2-amino-6-chloro-pyrimidin-4-yl)-4-bromo-phenol (0.151 g, 0.50 mmol), 1-bromomethyl-4-nitro-benzene (0.218 g, 1.0 mmol), and cesium carbonate (0.325 g, 1.0 mmol) in acetonitrile (10 ml) was stirred at 80° C. for 2 hours. Filtration and concentration of the filtrate provided a crude product which was dissolved in ethyl acetate (10 ml) and stirred while a 4 M solution of hydrogen chloride in dioxane (0.50 ml, 2.0 mmol) was added. Filtration provided 6-[5-bromo-2-(4-nitro... The reactants are ClC=1C=C(CC2=NN=C(S2)NC(=O)C=2C=CC(=NC2)O[C@H]2CC[C@H](CC2)C(=O)OC(C)(C)C)C=CC1 (tert-butyl cis-4-{5-[5-(3-chlorobenzyl)[1.3.4]thiadiazol-2-ylcarbamoyl]pyridin-2-yloxy}cyclohexanecarboxylate), FC(C(=O)O)(F)F (trifluoroacetic acid). Solvent: ClCCl (dichloromethane). Yields the product ClC=1C=C(CC2=NN=C(S2)NC(=O)C=2C=CC(=NC2)O[C@H]2CC[C@H](CC2)C(=O)O)C=CC1 (cis-4-{5-[5-(3-chlorobenzyl)-[1.3.4]thiadiazol-2-ylcarbamoyl]pyridin-2-yloxy}cyclohexanecarboxylic acid). Yield: 90.1%. RXN SMILES: [Cl:1][C:2]1[CH:3]=[C:4]([CH:34]=[CH:35][CH:36]=1)[CH2:5][C:6]1[S:10][C:9]([NH:11][C:12]([C:14]2[CH:15]=[CH:16][C:17]([O:20][C@@H:21]3[CH2:26][CH2:25][C@H:24]([C:27]([O:29]C(C)(C)C)=[O:28])[CH2:23][CH2:22]3)=[N:18][CH:19]=2)=[O:13])=[N:8][N:7]=1.FC(F)(F)C(O)=O>ClCCl>[Cl:1][C:2]1[CH:3]=[C:4]([CH:34]=[CH:35][CH:36]=1)[CH2:5][C:6]1[S:10][C:9]([NH:11][C:12]([C:14]2[CH:15]=[CH:16][C:17]([O:20][C@@H:21]3[CH2:22][CH2:23][C@H:24]([C:27]([OH:29])=[O:28])[CH2:25][CH2:26]3)=[N:18][CH:19]=2)=[O:13])=[N:8][N:7]=1. Procedure: 0.264 g of tert-butyl cis-4-{5-[5-(3-chlorobenzyl)[1.3.4]thiadiazol-2-ylcarbamoyl]pyridin-2-yloxy}cyclohexanecarboxylate (0.5 mmol, 1 eq.) is placed in 5 mL of dichloromethane with stirring. 0.37 mL of trifluoroacetic acid (4.99 mmol, 10 eq.) is added slowly. After stirring for 18 hours at room temperature, the medium is concentrated, taken up and evaporated successively with ethanol and dichloromethane. The residue is triturated with diethyl ether, drained and filtered to give 0.213 g of cis-4-... Run at time 5 hour. Isolated yield 79.0%. Procedure: 4-[2-(3,5-Dichloro-4-pyridyl)-1-oxoethyl]-7-methoxybenzofuran-2-carboxylic acid (Compound M, 5.8 g) obtained in Reference Example 3 was dissolved in DMF (700 ml), and 1-hydroxybenzotriazole monohydrate (8.4 g), N-ethyl-N′-3-dimethylaminopropylcarbodiimide monohydrochloride (11.6 g) and 1-methylpiperazine (6.8 ml) were added thereto, and the mixture was stirred at room temperature for 5 hours. After the solvent was distilled off under reduced pressure, the residue was extracted with chloroform, w... As a reaction SMILES: [Cl:1][C:2]1[CH:3]=[N:4][CH:5]=[C:6]([Cl:25])[C:7]=1[CH2:8][C:9]([C:11]1[C:16]2[CH:17]=[C:18]([C:20]([OH:22])=O)[O:19][C:15]=2[C:14]([O:23][CH3:24])=[CH:13][CH:12]=1)=[O:10].O.ON1C2C=CC=CC=2N=N1.[CH3:37][N:38]1[CH2:43][CH2:42][NH:41][CH2:40][CH2:39]1>CN(C=O)C>[Cl:1][C:2]1[CH:3]=[N:4][CH:5]=[C:6]([Cl:25])[C:7]=1[CH2:8][C:9]([C:11]1[C:16]2[CH:17]=[C:18]([C:20]([N:41]3[CH2:42][CH2:43][N:38]([CH3:37])[CH2:39][CH2:40]3)=[O:22])[O:19][C:15]=2[C:14]([O:23][CH3:24])=[CH:13][CH:12]=1)=[O:10] |f:1.2|. Starting materials: ClC=1C=NC=C(C1CC(=O)C1=CC=C(C2=C1C=C(O2)C(=O)O)OC)Cl (4-[2-(3,5-Dichloro-4-pyridyl)-1-oxoethyl]-7-methoxybenzofuran-2-carboxylic acid), ClC=1C=NC=C(C1CC(=O)C1=CC=C(C2=C1C=C(O2)C(=O)O)OC)Cl (4-[2-(3,5-Dichloro-4-pyridyl)-1-oxoethyl]-7-methoxybenzofuran-2-carboxylic acid), O.ON1N=NC2=C1C=CC=C2 (1-hydroxybenzotriazole monohydrate), N-ethyl-N′-3-dimethylaminopropylcarbodiimide monohydrochloride, CN1CCNCC1 (1-methylpiperazine). Yields the product ClC=1C=NC=C(C1CC(=O)C1=CC=C(C2=C1C=C(O2)C(=O)N2CCN(CC2)C)OC)Cl (4-[2-(3,5-Dichloro-4-pyridyl)-1-oxoethyl]-2-(4-methyl-1-piperazinyl)carbonyl-7-methoxybenzofuran). Solvent: CN(C)C=O (DMF). Product: FC=1C=C(C=CC1)C1(CCN(CC1)C(=O)OC(C)(C)C)C=O (tert-butyl 4-(3-fluorophenyl)-4-formylpiperidine-1-carboxylate). Starting materials: ClC=1C=C(C=CC1)C1(CCN(CC1)C(=O)OC(C)(C)C)CO (tert-butyl 4-(3-chlorophenyl)-4-(hydroxymethyl)piperidine-1-carboxylate), FC=1C=C(C=CC1)C1(CCN(CC1)C(=O)OC(C)(C)C)CO (tert-butyl 4-(3-fluorophenyl)-4-(hydroxymethyl)piperidine-1-carboxylate). Procedure details: Using standard Swern oxidation reaction conditions (see step (v)/Example 80 or step (iii)/Example 81), tert-butyl 4-(3-fluorophenyl)-4-(hydroxymethyl)piperidine-1-carboxylate (0.5 g, 1.61 mmol) was oxidized to yield tert-butyl 4-(3-fluorophenyl)-4-formylpiperidine-1-carboxylate which was directly taken through to the next step without further purification. RXN SMILES: ClC1C=C(C2(CO)CCN(C(OC(C)(C)C)=O)CC2)C=CC=1.[F:23][C:24]1[CH:25]=[C:26]([C:30]2([CH2:43][OH:44])[CH2:35][CH2:34][N:33]([C:36]([O:38][C:39]([CH3:42])([CH3:41])[CH3:40])=[O:37])[CH2:32][CH2:31]2)[CH:27]=[CH:28][CH:29]=1>>[F:23][C:24]1[CH:25]=[C:26]([C:30]2([CH:43]=[O:44])[CH2:31][CH2:32][N:33]([C:36]([O:38][C:39]([CH3:40])([CH3:41])[CH3:42])=[O:37])[CH2:34][CH2:35]2)[CH:27]=[CH:28][CH:29]=1. Starting materials: COc1ccc2ccc(S(=O)(=O)Cl)cc2c1, ClCCl, Cl, NC1CCN(Cc2ccc3nc(Cl)ccc3c2)C1=O. Yields the product COc1ccc2ccc(S(=O)(=O)NC3CCN(Cc4ccc5nc(Cl)ccc5c4)C3=O)cc2c1. RXN SMILES: [CH3:21][O:22][c:23]1[cH:24][cH:25][c:26]2[cH:27][cH:28][c:29]([S:33](=[O:34])(=[O:35])[Cl:36])[cH:30][c:31]2[cH:32]1.[Cl:37][CH2:38][Cl:39].[ClH:1].[NH2:2][CH:3]1[C:4](=[O:20])[N:5]([CH2:8][c:9]2[cH:10][c:11]3[cH:12][cH:13][c:14]([Cl:19])[n:15][c:16]3[cH:17][cH:18]2)[CH2:6][CH2:7]1>>[NH:2]([CH:3]1[C:4](=[O:20])[N:5]([CH2:8][c:9]2[cH:10][c:11]3[cH:12][cH:13][c:14]([Cl:19])[n:15][c:16]3[cH:17][cH:18]2)[CH2:6][CH2:7]1)[S:33]([c:29]1[cH:28][cH:27][c:26]2[cH:25][cH:24][c:23]([O:22][CH3:21])[cH:32][c:31]2[cH:30]1)(=[O:34])=[O:35]. Starting materials: O=C([O-])O, CC(C)(C)O, Nc1sc(S)nc1-c1ccccc1, [Na+], O, O=S(=O)(O)O. Product: CC(C)(C)Sc1nc(-c2ccccc2)c(N)s1. As a reaction SMILES: [C:24](=[O:25])([OH:26])[O-:27].[CH3:14][C:15]([CH3:16])([CH3:17])[OH:18].[NH2:1][c:2]1[c:3](-[c:8]2[cH:9][cH:10][cH:11][cH:12][cH:13]2)[n:4][c:5]([SH:7])[s:6]1.[Na+:28].[OH2:29].[S:19](=[O:20])(=[O:21])([OH:22])[OH:23]>>[NH2:1][c:2]1[c:3](-[c:8]2[cH:9][cH:10][cH:11][cH:12][cH:13]2)[n:4][c:5]([S:7][C:15]([CH3:14])([CH3:16])[CH3:17])[s:6]1. Starting materials: CC(C)(C)OC(=O)CNS(=O)(=O)c1ccc(CNC(=O)c2ccc(Cl)cc2)s1, ClCCl, O=C(O)C(F)(F)F. Yields the product O=C(O)CNS(=O)(=O)c1ccc(CNC(=O)c2ccc(Cl)cc2)s1. RXN SMILES: [C:1]([CH3:2])([CH3:3])([CH3:4])[O:5][C:6]([CH2:7][NH:8][S:9](=[O:10])(=[O:11])[c:12]1[s:13][c:14]([CH2:17][NH:18][C:19](=[O:20])[c:21]2[cH:22][cH:23][c:24]([Cl:27])[cH:25][cH:26]2)[cH:15][cH:16]1)=[O:28].[Cl:36][CH2:37][Cl:38].[F:29][C:30]([F:31])([F:32])[C:33]([OH:34])=[O:35]>>[O:5]=[C:6]([CH2:7][NH:8][S:9](=[O:10])(=[O:11])[c:12]1[s:13][c:14]([CH2:17][NH:18][C:19](=[O:20])[c:21]2[cH:22][cH:23][c:24]([Cl:27])[cH:25][cH:26]2)[cH:15][cH:16]1)[OH:28]. Starting materials: BrC1=CC=C(C=C1)C1=C(C(=NO1)C)C=O (5-(4-bromo-phenyl)-3-methyl-isoxazole-4-carbaldehyde), BrC(C=C)C (3-bromo-but-1-ene). The product is BrC1=CC=C(C=C1)C1=C(C(=NO1)C)C(C(C=C)C)O (1-[5-(4-Bromo-phenyl)-3-methyl-isoxazol-4-yl]-2-methyl-but-3-en-1-ol). As a reaction SMILES: [Br:1][C:2]1[CH:7]=[CH:6][C:5]([C:8]2[O:12][N:11]=[C:10]([CH3:13])[C:9]=2[CH:14]=[O:15])=[CH:4][CH:3]=1.Br[CH:17]([CH3:20])[CH:18]=[CH2:19]>>[Br:1][C:2]1[CH:3]=[CH:4][C:5]([C:8]2[O:12][N:11]=[C:10]([CH3:13])[C:9]=2[CH:14]([OH:15])[CH:18]([CH3:19])[CH:17]=[CH2:20])=[CH:6][CH:7]=1. Procedure details: Prepared according to the procedure described in Example 63, Step 1, using 5-(4-bromo-phenyl)-3-methyl-isoxazole-4-carbaldehyde and 3-bromo-but-1-ene. Starting materials: C(=O)C1=C(C=C(C#N)C=C1)OC (4-formyl-3-methoxybenzonitrile), CC(CC(C)=O)=O (2,4-pentanedione), C(C)(=O)O (acetic acid), N1CCCCC1 (piperidine). Run in ClCCl (dichloromethane). The product is C(C)(=O)C(=CC1=C(C=C(C#N)C=C1)OC)C(C)=O (4-(2-Acetyl-3-oxobut-1-en-1-yl)-3-methoxybenzonitrile). As a reaction SMILES: [CH:1]([C:3]1[CH:10]=[CH:9][C:6]([C:7]#[N:8])=[CH:5][C:4]=1[O:11][CH3:12])=O.[CH3:13][C:14](=[O:19])[CH2:15][C:16](=[O:18])[CH3:17].C(O)(=O)C.N1CCCCC1>ClCCl>[C:16]([C:15]([C:14](=[O:19])[CH3:13])=[CH:1][C:3]1[CH:10]=[CH:9][C:6]([C:7]#[N:8])=[CH:5][C:4]=1[O:11][CH3:12])(=[O:18])[CH3:17]. Reported procedure: 21 g (130 mmol) of 4-formyl-3-methoxybenzonitrile, 14.7 ml (143 mmol) of 2,4-pentanedione, 11.2 ml (195 mmol) of acetic acid and 2.6 ml (26 mmol) of piperidine in 400 ml of dry dichloromethane are stirred under reflux with a water trap for 24 h. After cooling, the reaction solution is washed successively with saturated sodium bicarbonate solution and saturated sodium chloride solution. The organic phase is dried over magnesium sulfate and concentrated. The residue is recrystallized from diethyl ...